Dataset: the Open Reaction Database (ORD), a public repository of structured organic reaction records. Task: describe an organic reaction: reactants, conditions, products, and yield Run in O1CCCC1 (tetrahydrofuran), O1CCCC1 (tetrahydrofuran). Procedure: A solution of 1-benzyl-4-phenyl-1,2,5,6-tetrahydropyridine in tetrahydrofuran containing n-butyl lithium is added to a solution of 3-chloro-2-ethylpropene in tetrahydrofuran. The reaction is carried out according to the procedure of Example 1 to give 1-benzyl-4-phenyl-4-(2-ethylallyl)-1,4,5,6-tetrahydropyridine. The later compound is reacted with phosphoric acid and formic acid to give, after treatment with sodium hydroxide, 2-benzyl-3,4-dehydro-5-phenyl-7-ethylmorphan. Catalytic hydrogenation o... The reactants are C(C1=CC=CC=C1)N1CC=C(CC1)C1=CC=CC=C1 (1-benzyl-4-phenyl-1,2,5,6-tetrahydropyridine), C(CCC)[Li] (n-butyl lithium), ClCC(=C)CC (3-chloro-2-ethylpropene). As a reaction SMILES: [CH2:1]([N:8]1[CH2:13][CH2:12][C:11]([C:14]2[CH:19]=[CH:18][CH:17]=[CH:16][CH:15]=2)=[CH:10][CH2:9]1)[C:2]1[CH:7]=[CH:6][CH:5]=[CH:4][CH:3]=1.C([Li])CCC.Cl[CH2:26][C:27]([CH2:29][CH3:30])=[CH2:28]>O1CCCC1>[CH2:1]([N:8]1[CH2:13][CH2:12][C:11]([C:14]2[CH:19]=[CH:18][CH:17]=[CH:16][CH:15]=2)([CH2:28][C:27]([CH2:29][CH3:30])=[CH2:26])[CH:10]=[CH:9]1)[C:2]1[CH:3]=[CH:4][CH:5]=[CH:6][CH:7]=1. Yields the product C(C1=CC=CC=C1)N1C=CC(CC1)(CC(=C)CC)C1=CC=CC=C1 (1-benzyl-4-phenyl-4-(2-ethylallyl)-1,4,5,6-tetrahydropyridine). The reactants are COc1ccc(C(=O)O)cc1OC, CCN=C=NCCCN(C)C, CCN(C(C)C)C(C)C, ClCCl, CN(C)C=O, On1nnc2ccccc21, CNCC(O)COc1cccc2[nH]c3ccccc3c12. Product: COc1ccc(C(=O)N(C)CC(O)COc2cccc3[nH]c4ccccc4c23)cc1OC. As a reaction SMILES: [CH3:1][O:2][c:3]1[cH:4][cH:5][c:6]([C:11]([OH:12])=[O:13])[cH:7][c:8]1[O:9][CH3:10].[CH3:23][CH2:24][N:25]=[C:26]=[N:27][CH2:28][CH2:29][CH2:30][N:31]([CH3:32])[CH3:33].[CH:14]([N:15]([CH2:16][CH3:17])[CH:18]([CH3:19])[CH3:20])([CH3:21])[CH3:22].[Cl:69][CH2:70][Cl:71].[O:64]=[CH:65][N:66]([CH3:67])[CH3:68].[OH:34][n:35]1[c:36]2[c:37]([cH:38][cH:39][cH:40][cH:41]2)[n:42][n:43]1.[cH:44]1[cH:45][cH:46][c:47]([O:57][CH2:58][CH:59]([CH2:60][NH:61][CH3:62])[OH:63])[c:48]2[c:49]3[cH:50][cH:51][cH:52][cH:53][c:54]3[nH:55][c:56]12>>[CH3:1][O:2][c:3]1[cH:4][cH:5][c:6]([C:11](=[O:13])[N:61]([CH2:60][CH:59]([CH2:58][O:57][c:47]2[cH:46][cH:45][cH:44][c:56]3[c:48]2[c:49]2[cH:50][cH:51][cH:52][cH:53][c:54]2[nH:55]3)[OH:63])[CH3:62])[cH:7][c:8]1[O:9][CH3:10]. The reactants are CN(N=O)C(=N)N[N+](=O)[O-], C=Cc1cc(F)c([N+](=O)[O-])c2nc(-c3ccc(P(=O)(OCC)OCC)o3)n(CC(C)C)c12, CC(=O)[O-], CC(=O)[O-], [Pd+2]. Product: CCOP(=O)(OCC)c1ccc(-c2nc3c([N+](=O)[O-])c(F)cc(C4CC4)c3n2CC(C)C)o1. Reaction SMILES: [CH3:33][N:34]([C:35]([NH:36][N+:37](=[O:38])[O-:39])=[NH:40])[N:41]=[O:42].[N+:1](=[O:2])([O-:3])[c:4]1[c:5]([F:32])[cH:6][c:7]([CH:30]=[CH2:31])[c:8]2[n:9]([CH2:26][CH:27]([CH3:28])[CH3:29])[c:10](-[c:13]3[cH:14][cH:15][c:16]([P:18](=[O:19])([O:20][CH2:21][CH3:22])[O:23][CH2:24][CH3:25])[o:17]3)[n:11][c:12]12.[O-:44][C:45]([CH3:46])=[O:47].[O-:48][C:49]([CH3:50])=[O:51].[Pd+2:43]>>[N+:1](=[O:2])([O-:3])[c:4]1[c:5]([F:32])[cH:6][c:7]([CH:30]2[CH2:31][CH2:33]2)[c:8]2[n:9]([CH2:26][CH:27]([CH3:28])[CH3:29])[c:10](-[c:13]3[cH:14][cH:15][c:16]([P:18](=[O:19])([O:20][CH2:21][CH3:22])[O:23][CH2:24][CH3:25])[o:17]3)[n:11][c:12]12. Reactants: C, COc1cc(C(=O)N2CS(=O)(=O)c3ccccc32)cc(C(F)(F)F)c1OCc1ccccc1, C1CCOC1, [Pd]. Product: COc1cc(C(=O)N2CS(=O)(=O)c3ccccc32)cc(C(F)(F)F)c1O. Reaction SMILES: [C:39].[CH2:1]([c:2]1[cH:3][cH:4][cH:5][cH:6][cH:7]1)[O:8][c:9]1[c:10]([O:32][CH3:33])[cH:11][c:12]([C:13](=[O:14])[N:15]2[CH2:16][S:17](=[O:24])(=[O:25])[c:18]3[c:19]2[cH:20][cH:21][cH:22][cH:23]3)[cH:26][c:27]1[C:28]([F:29])([F:30])[F:31].[O:34]1[CH2:35][CH2:36][CH2:37][CH2:38]1.[Pd:40]>>[OH:8][c:9]1[c:10]([O:32][CH3:33])[cH:11][c:12]([C:13](=[O:14])[N:15]2[CH2:16][S:17](=[O:24])(=[O:25])[c:18]3[c:19]2[cH:20][cH:21][cH:22][cH:23]3)[cH:26][c:27]1[C:28]([F:29])([F:30])[F:31]. The reactants are C(C)OC(=O)C=1C(C=2C=C3C(=NC2N(C1)C)C=C(C(=C3)F)N3CC(NCC3)C3=CC=CC=C3)=O ((RS)-3-ethoxycarbonyl-7-fluoro-1-methyl-4-oxo-8-(3-phenyl-1-piperazinyl)-1,4 -dihydrobenzo[b][1,8]naphthyridine), Cl (hydrochloric acid), [OH-].[K+] (potassium hydroxide). Run in O (water), C(C)(=O)O (acetic acid). Reaction conditions: temperature 95 celsius, time 30 minute. Yields the product FC1=CC=2C(=NC=3N(C=C(C(C3C2)=O)C(=O)O)C)C=C1N1CC(NCC1)C1=CC=CC=C1 ((RS)-7-fluoro-1-methyl-4-oxo-8-(3-phenyl-1-piperazinyl)-1,4-dihydrobenzo[b][1,8]naphthyridine-3-carboxylic acid). Yield: 69.7%. RXN SMILES: C([O:3][C:4]([C:6]1[C:7](=[O:34])[C:8]2[CH:9]=[C:10]3[CH:20]=[C:19]([F:21])[C:18]([N:22]4[CH2:27][CH2:26][NH:25][CH:24]([C:28]5[CH:33]=[CH:32][CH:31]=[CH:30][CH:29]=5)[CH2:23]4)=[CH:17][C:11]3=[N:12][C:13]=2[N:14]([CH3:16])[CH:15]=1)=[O:5])C.Cl.[OH-].[K+]>C(O)(=O)C.O>[F:21][C:19]1[C:18]([N:22]2[CH2:27][CH2:26][NH:25][CH:24]([C:28]3[CH:33]=[CH:32][CH:31]=[CH:30][CH:29]=3)[CH2:23]2)=[CH:17][C:11]2=[N:12][C:13]3[N:14]([CH3:16])[CH:15]=[C:6]([C:4]([OH:5])=[O:3])[C:7](=[O:34])[C:8]=3[CH:9]=[C:10]2[CH:20]=1 |f:2.3|. Procedure: A solution of (RS)-3-ethoxycarbonyl-7-fluoro-1-methyl-4-oxo-8-(3-phenyl-1-piperazinyl)-1,4 -dihydrobenzo[b][1,8]naphthyridine (1.07 g) in acetic acid (10 cc) and 17.5% strength aqueous hydrochloric acid solution (10 cc) is heated to a temperature in the region of 100° C. for 40 minutes. The reaction mixture is concentrated to dryness under reduced pressure (20 kPa) at approximately 60° C. The dry extract is taken up with ethanol (10 cc), drained and washed with ethanol (2×10 cc) and ethyl ether ... Starting materials: C=COC, CC(C)(C)OCl, C1CCOC1, Oc1ccccc1. Yields the product COC(CCl)Oc1ccccc1. As a reaction SMILES: [CH3:1][O:2][CH:3]=[CH2:4].[Cl:12][O:13][C:14]([CH3:15])([CH3:16])[CH3:17].[O:18]1[CH2:19][CH2:20][CH2:21][CH2:22]1.[OH:5][c:6]1[cH:7][cH:8][cH:9][cH:10][cH:11]1>>[CH3:1][O:2][CH:3]([CH2:4][Cl:12])[O:5][c:6]1[cH:7][cH:8][cH:9][cH:10][cH:11]1.